From a dataset of the Open Reaction Database (ORD), a public repository of structured organic reaction records. describe an organic reaction: reactants, conditions, products, and yield Starting materials: ClC1=C(N=CC(=N1)N[C@@H](C(=O)N)CC(C)C)C#N ((R)-2-(6-chloro-5-cyanopyrazin-2-ylamino)-4-methylpentanamide), NC1=C2C=CN(C2=CC=C1)C (4-amino-N-methyl-indole), C(=O)([O-])[O-].[K+].[K+] (K2CO3), C=1C=CC(=CC1)P(C=2C=CC=CC2)C3=CC=C4C=CC=CC4=C3C5=C6C=CC=CC6=CC=C5P(C=7C=CC=CC7)C=8C=CC=CC8 (BINAP). Reagents/catalysts: CC(=O)[O-].CC(=O)[O-].[Pd+2] (Pd(OAc)2). The solvent is O1CCOCC1 (dioxane). Conditions: time 20 hour. The product is C(#N)C=1N=CC(=NC1NC1=C2C=CN(C2=CC=C1)C)N[C@@H](C(=O)N)CC(C)C ((R)-2-(5-cyano-6-(1-methyl-1H-indol-4-ylamino)pyrazin-2-ylamino)-4-methylpentanamide), crude residue. Reaction SMILES: Cl[C:2]1[N:7]=[C:6]([NH:8][C@H:9]([CH2:13][CH:14]([CH3:16])[CH3:15])[C:10]([NH2:12])=[O:11])[CH:5]=[N:4][C:3]=1[C:17]#[N:18].[NH2:19][C:20]1[CH:28]=[CH:27][CH:26]=[C:25]2[C:21]=1[CH:22]=[CH:23][N:24]2[CH3:29].C([O-])([O-])=O.[K+].[K+].C1C=CC(P(C2C(C3C(P(C4C=CC=CC=4)C4C=CC=CC=4)=CC=C4C=3C=CC=C4)=C3C(C=CC=C3)=CC=2)C2C=CC=CC=2)=CC=1>O1CCOCC1.CC([O-])=O.CC([O-])=O.[Pd+2]>[C:17]([C:3]1[N:4]=[CH:5][C:6]([NH:8][C@H:9]([CH2:13][CH:14]([CH3:16])[CH3:15])[C:10]([NH2:12])=[O:11])=[N:7][C:2]=1[NH:19][C:20]1[CH:28]=[CH:27][CH:26]=[C:25]2[C:21]=1[CH:22]=[CH:23][N:24]2[CH3:29])#[N:18] |f:2.3.4,7.8.9|. Procedure: A mixture of (R)-2-(6-chloro-5-cyanopyrazin-2-ylamino)-4-methylpentanamide (80 mg, 0.299 mmol), 4-amino-N-methyl-indole (62 mg, 0.424 mmol), K2CO3 (65 mg, 0.471 mmol), BINAP (25 mg, 0.040 mmol) and Pd(OAc)2 (10 mg, 0.044 mmol) in dioxane (2 mL) was degassed with Ar, then was stirred at 100 C for 20 h. Water and EtOAc were added. Organic phase was separated, dried over Na2SO4, concentrated in vacuo to give (R)-2-(5-cyano-6-(1-methyl-1H-indol-4-ylamino)pyrazin-2-ylamino)-4-methylpentanamide as a c... Reported procedure: The title compound was prepared according to the general procedure (Method A) by coupling Intermediate 2 (50 mg, 0.258 mmol) with 2-bromo-N-{4-[4-Cyclobutylmethoxy-3,5-difluorophenyl]-1,3-thiazol-2-yl}acetamide (129 mg, 0.308 mmol) in the presence of NaH (16 mg, 0.375 mmol) in dry DMF (5.0 mL) to give 65 mg of the product as an off-white solid; 1H NMR (δ ppm, 300 MHz, DMSO-d6) 1.82-1.88 (m, 4H), 2.00-2.06 (m, 2H), 2.26 (s, 3H), 2.65-2.70 (m, 1H), 3.17 (s, 3H), 3.33 (s, 3H), 4.10 (d, J=6.6 Hz, 2H... Starting materials: [H-].[Na+] (NaH), CN1N=C2N(C(N(C(C2=C1C)=O)C)=O)C (2,3,5,7-Tetramethyl-2H-pyrazolo[3,4-d]pyrimidine-4,6(5H,7H)-dione), BrCC(=O)NC=1SC=C(N1)C1=CC(=C(C(=C1)F)OCC1CCC1)F (2-bromo-N-{4-[4-Cyclobutylmethoxy-3,5-difluorophenyl]-1,3-thiazol-2-yl}acetamide). RXN SMILES: CN1C(C)=[C:9]2[C:4]([N:5]([CH3:15])[C:6](=[O:14])[N:7]([CH3:13])[C:8]2=[O:12])=N1.Br[CH2:17][C:18]([NH:20][C:21]1[S:22][CH:23]=[C:24]([C:26]2[CH:31]=[C:30]([F:32])[C:29]([O:33][CH2:34][CH:35]3[CH2:38][CH2:37][CH2:36]3)=[C:28]([F:39])[CH:27]=2)[N:25]=1)=[O:19].[H-].[Na+]>CN(C=O)C>[CH:35]1([CH2:34][O:33][C:29]2[C:30]([F:32])=[CH:31][C:26]([C:24]3[N:25]=[C:21]([NH:20][C:18](=[O:19])[CH2:17][N:25]4[C:9]5[C:8](=[O:12])[N:7]([CH3:13])[C:6](=[O:14])[N:5]([CH3:15])[C:4]=5[CH:23]=[C:24]4[CH3:26])[S:22][CH:23]=3)=[CH:27][C:28]=2[F:39])[CH2:38][CH2:37][CH2:36]1 |f:2.3|. The product is C1(CCC1)COC1=C(C=C(C=C1F)C=1N=C(SC1)NC(CN1C(=CC=2N(C(N(C(C21)=O)C)=O)C)C)=O)F (N-[4-(4-Cyclobutylmethoxy-3,5-difluorophenyl)-1,3-thiazol-2-yl]-2-(1,3,6-trimethyl-2,4-dioxo-1,2,3,4-tetrahydro-5H-pyrrolo[3,2-d]pyrimidin-5-yl)acetamide), product. Run in CN(C)C=O (DMF). The reactants are NC1C(N(CC(SC1)C1=CSC=C1)CC(=O)OC(C)(C)C)=O (t-butyl α-[6-amino-5-oxo-2-(3-thienyl)perhydro-1,4-thiazepin-4-yl]acetate), BrC(C(=O)OCC1=CC=CC=C1)CCC1=CC=CC=C1 (benzyl 2-bromo-4-phenylbutyrate). Yields the product C(C1=CC=CC=C1)OC(=O)C(CCC1=CC=CC=C1)NC1C(N(CC(SC1)C1=CSC=C1)CC(=O)OC(C)(C)C)=O (t-Butyl α-[6-(1-benzyloxycarbonyl-3-phenylpropylamino)-5-oxo-2-(3-thienyl)perhydro-1,4-thiazepin-4-yl]-acetate). RXN SMILES: [NH2:1][CH:2]1[CH2:8][S:7][CH:6]([C:9]2[CH:13]=[CH:12][S:11][CH:10]=2)[CH2:5][N:4]([CH2:14][C:15]([O:17][C:18]([CH3:21])([CH3:20])[CH3:19])=[O:16])[C:3]1=[O:22].Br[CH:24]([CH2:35][CH2:36][C:37]1[CH:42]=[CH:41][CH:40]=[CH:39][CH:38]=1)[C:25]([O:27][CH2:28][C:29]1[CH:34]=[CH:33][CH:32]=[CH:31][CH:30]=1)=[O:26]>>[CH2:28]([O:27][C:25]([CH:24]([NH:1][CH:2]1[CH2:8][S:7][CH:6]([C:9]2[CH:13]=[CH:12][S:11][CH:10]=2)[CH2:5][N:4]([CH2:14][C:15]([O:17][C:18]([CH3:19])([CH3:21])[CH3:20])=[O:16])[C:3]1=[O:22])[CH2:35][CH2:36][C:37]1[CH:42]=[CH:41][CH:40]=[CH:39][CH:38]=1)=[O:26])[C:29]1[CH:30]=[CH:31][CH:32]=[CH:33][CH:34]=1. Reported procedure: 0.3 g of t-butyl α-[6-amino-5-oxo-2-(3-thienyl)perhydro-1,4-thiazepin-4-yl]acetate [synthesized as described in Example 42(g)], was N-alkylated using 0.6 g of benzyl 2-bromo-4-phenylbutyrate by the procedure described in Example 42(h). The reaction product was chromatographed on a silica gel column eluted with a 1:40 by volume mixture of ethyl acetate and methylene chloride, to give two isomers, A and B (ascribed to the asymmetric carbon atom to which the phenethyl group is attached). The reactants are CCC(NC(=O)c1c(O)c(-c2ccccc2)nc2ccccc12)c1ccccc1, CCOC(=O)Cl, c1ccncc1. Product: CCOC(=O)Oc1c(-c2ccccc2)nc2ccccc2c1C(=O)NC(CC)c1ccccc1. As a reaction SMILES: [CH2:1]([CH3:2])[CH:3]([c:4]1[cH:5][cH:6][cH:7][cH:8][cH:9]1)[NH:10][C:11](=[O:12])[c:13]1[c:14]([OH:29])[c:15](-[c:23]2[cH:24][cH:25][cH:26][cH:27][cH:28]2)[n:16][c:17]2[cH:18][cH:19][cH:20][cH:21][c:22]12.[Cl:30][C:31](=[O:32])[O:33][CH2:34][CH3:35].[cH:36]1[cH:37][cH:38][n:39][cH:40][cH:41]1>>[CH2:1]([CH3:2])[CH:3]([c:4]1[cH:5][cH:6][cH:7][cH:8][cH:9]1)[NH:10][C:11](=[O:12])[c:13]1[c:14]([O:29][C:31](=[O:32])[O:33][CH2:34][CH3:35])[c:15](-[c:23]2[cH:24][cH:25][cH:26][cH:27][cH:28]2)[n:16][c:17]2[cH:18][cH:19][cH:20][cH:21][c:22]12. Reactants: BrCCCCCCCCC(=O)OCC (ethyl 9-bromononanoate), ClC=1C=NC=C(C1NC1=CC(OC2=C(C(=CC=C12)OC)O)=O)Cl (4-(3,5-dichloropyridin-4-ylamino)-8-hydroxy-7-methoxy-2H-chromen-2-one). Yields the product ClC=1C=NC=C(C1NC1=CC(OC2=C(C(=CC=C12)OC)OCCCCCCCCC(=O)O)=O)Cl (9-(4-(3,5-Dichloropyridin-4-ylamino)-7-methoxy-2-oxo-2H-chromen-8-yloxy)nonanoic acid). RXN SMILES: Br[CH2:2][CH2:3][CH2:4][CH2:5][CH2:6][CH2:7][CH2:8][CH2:9][C:10]([O:12]CC)=[O:11].[Cl:15][C:16]1[CH:17]=[N:18][CH:19]=[C:20]([Cl:37])[C:21]=1[NH:22][C:23]1[C:32]2[C:27](=[C:28]([OH:35])[C:29]([O:33][CH3:34])=[CH:30][CH:31]=2)[O:26][C:25](=[O:36])[CH:24]=1>>[Cl:15][C:16]1[CH:17]=[N:18][CH:19]=[C:20]([Cl:37])[C:21]=1[NH:22][C:23]1[C:32]2[C:27](=[C:28]([O:35][CH2:2][CH2:3][CH2:4][CH2:5][CH2:6][CH2:7][CH2:8][CH2:9][C:10]([OH:12])=[O:11])[C:29]([O:33][CH3:34])=[CH:30][CH:31]=2)[O:26][C:25](=[O:36])[CH:24]=1. Reported procedure: The title compound was prepared from ethyl 9-bromononanoate and 4-(3,5-dichloropyridin-4-ylamino)-8-hydroxy-7-methoxy-2H-chromen-2-one (Example 29) following the procedures outlined in Examples 25 & 42. 1H NMR (400 MHz, DMSO-d6): δ 9.50 (s, 1H), 8.81 (s, 2H), 7.93 (d, 1H), 7.19 (d, 1H), 4.63 (s, 1H), 3.97 (t, 2H), 3.91 (s, 3H), 2.17 (t, 2H), 1.66 (m, 2H), 1.52-1.38 (m, 4H), 1.34-1.22 (m, 6H); MS (ESI): 508.9. The reactants are [Si](C)(C)(C(C)(C)C)OC1CCC(CC1)(C(=O)OCC)C (Ethyl 4-(tert-butyldimethylsilyloxy)-1-methylcyclohexanecarboxylate), [Si](C)(C)(C(C)(C)C)OC1CCC(CC1)(C(=O)OCC)C (Ethyl 4-(tert-butyldimethylsilyloxy)-1-methylcyclohexanecarboxylate), [F-].C(CCC)[N+](CCCC)(CCCC)CCCC (tetrabutylammonium fluoride). Run in C1CCOC1 (THF). Reaction conditions: time 8 hour. The product is OC1CCC(CC1)(C(=O)OCC)C (Ethyl 4-hydroxy-1-methylcyclohexanecarboxylate). Yield: 97.0%. Reaction SMILES: [Si]([O:8][CH:9]1[CH2:14][CH2:13][C:12]([CH3:20])([C:15]([O:17][CH2:18][CH3:19])=[O:16])[CH2:11][CH2:10]1)(C(C)(C)C)(C)C.[F-].C([N+](CCCC)(CCCC)CCCC)CCC>C1COCC1>[OH:8][CH:9]1[CH2:10][CH2:11][C:12]([CH3:20])([C:15]([O:17][CH2:18][CH3:19])=[O:16])[CH2:13][CH2:14]1 |f:1.2|. Procedure details: Ethyl 4-(tert-butyldimethylsilyloxy)-1-methylcyclohexanecarboxylate (Intermediate 66, 1.32 g, 4.39 mmol) was dissolved in THF (25 ml), to which tetrabutylammonium fluoride (TBAF, 1M solution in THF) (7.34 ml, 7.34 mmol) was added. The reaction mixture was stirred at room temperature overnight, then concentrated and the residue was partitioned between EtOAc/water. The aqueous layer was back extracted and combined organics were dried over MgSO4, filtered and concentrated to afford a brown oil. Thi... Reaction SMILES: [CH2:1]([c:2]1[cH:3][cH:4][cH:5][cH:6][cH:7]1)[n:8]1[c:9](=[O:15])[cH:10][c:11]([OH:14])[cH:12][cH:13]1.[Cl:24][CH2:25][Cl:26].[O:16]=[C:17]1[N:18]([Br:23])[C:19](=[O:20])[CH2:21][CH2:22]1>>[CH2:1]([c:2]1[cH:3][cH:4][cH:5][cH:6][cH:7]1)[n:8]1[c:9](=[O:15])[c:10]([Br:23])[c:11]([OH:14])[cH:12][cH:13]1. Product: O=c1c(Br)c(O)ccn1Cc1ccccc1. The reactants are O=c1cc(O)ccn1Cc1ccccc1, ClCCl, O=C1CCC(=O)N1Br. Reactants: CC(=O)Nc1ccc2c(c1)CCC([N+](C)(C)C)C2=O, CO, [I-], N#C[K], O. The product is CC(=O)Nc1ccc2c(c1)CCC(CC#N)C2=O. RXN SMILES: [C:2]([CH3:3])(=[O:4])[NH:5][c:6]1[cH:7][c:8]2[c:13]([cH:14][cH:15]1)[C:12](=[O:16])[CH:11]([N+:17]([CH3:18])([CH3:19])[CH3:20])[CH2:10][CH2:9]2.[CH3:24][OH:25].[I-:1].[K:21][C:22]#[N:23].[OH2:26]>>[C:2]([CH3:3])(=[O:4])[NH:5][c:6]1[cH:7][c:8]2[c:13]([cH:14][cH:15]1)[C:12](=[O:16])[CH:11]([CH2:24][C:22]#[N:23])[CH2:10][CH2:9]2.